Dataset: the Open Reaction Database (ORD), a public repository of structured organic reaction records. Task: describe an organic reaction: reactants, conditions, products, and yield Reactants: Oc1ncc(C(F)(F)F)cc1Br, O=C([O-])O, [Na+], O, O=P(Cl)(Cl)Cl, c1ccc2ncccc2c1. Yields the product FC(F)(F)c1cnc(Cl)c(Br)c1. RXN SMILES: [Br:16][c:17]1[c:18]([OH:27])[n:19][cH:20][c:21]([C:23]([F:24])([F:25])[F:26])[cH:22]1.[C:28](=[O:29])([O-:30])[OH:31].[Na+:32].[OH2:33].[P:1]([Cl:2])([Cl:3])([Cl:4])=[O:5].[cH:6]1[cH:7][c:8]2[c:9]([n:10][cH:11][cH:12][cH:13]2)[cH:14][cH:15]1>>[Cl:3][c:18]1[c:17]([Br:16])[cH:22][c:21]([C:23]([F:24])([F:25])[F:26])[cH:20][n:19]1. The reactants are O=C([O-])O, CCOC(C)=O, CO, Cl, Cc1c2c(c(C)c3c1OC(C)(CI)C3)N(C=O)C(C)(C)C2, [Na+], O. Yields the product Cc1c2c(c(C)c3c1NC(C)(C)C3)OC(C)(CI)C2. As a reaction SMILES: [C:23](=[O:24])([O-:25])[OH:26].[C:28]([O:29][CH2:30][CH3:31])(=[O:32])[CH3:33].[CH3:35][OH:36].[ClH:22].[I:1][CH2:2][C:3]1([CH3:21])[CH2:4][c:5]2[c:6]([c:7]([CH3:19])[c:8]3[c:12]([c:13]2[CH3:14])[N:11]([CH:15]=[O:16])[C:10]([CH3:17])([CH3:18])[CH2:9]3)[O:20]1.[Na+:27].[OH2:34]>>[I:1][CH2:2][C:3]1([CH3:21])[CH2:4][c:5]2[c:6]([c:7]([CH3:19])[c:8]3[c:12]([c:13]2[CH3:14])[NH:11][C:10]([CH3:17])([CH3:18])[CH2:9]3)[O:20]1.